This data is from the Open Reaction Database (ORD), a public repository of structured organic reaction records. The task is: describe an organic reaction: reactants, conditions, products, and yield Starting materials: C(#N)C1=C(C=CC(=C1)[N+](=O)[O-])/N=C/N(C)C ((E)-N′-(2-cyano-4-nitrophenyl)-N,N-dimethylformamidine), NC=1C=C(C=CC1)C#C (3-aminophenylacetylene). Run in CC(=O)O (HOAc). Reaction conditions: temperature 100 celsius, time 3 hour. The product is C(#C)C=1C=C(C=CC1)NC1=NC=NC2=CC=C(C=C12)[N+](=O)[O-] (N-(3-ethynylphenyl)-6-nitroquinazolin-4-amine). The yield is 92.5%. As a reaction SMILES: [C:1]([C:3]1[CH:8]=[C:7]([N+:9]([O-:11])=[O:10])[CH:6]=[CH:5][C:4]=1/[N:12]=[CH:13]/[N:14](C)C)#[N:2].N[C:18]1[CH:19]=[C:20]([C:24]#[CH:25])[CH:21]=[CH:22][CH:23]=1>CC(O)=O>[C:24]([C:20]1[CH:19]=[C:18]([NH:2][C:1]2[C:3]3[C:4](=[CH:5][CH:6]=[C:7]([N+:9]([O-:11])=[O:10])[CH:8]=3)[N:12]=[CH:13][N:14]=2)[CH:23]=[CH:22][CH:21]=1)#[CH:25]. Procedure details: A mixture of (E)-N′-(2-cyano-4-nitrophenyl)-N,N-dimethylformamidine (1.00 g, 4.58 mmol) and 3-aminophenylacetylene (0.64 g, 5.49 mmol) in HOAc (15 mL) was stirred at 100° C. for 3 h. The resulting mixture was cooled to room temperature. The precipitate was filtered out, washed with ether, and dried in vacuo to give 1.23 g (93%) of N-(3-ethynylphenyl)-6-nitroquinazolin-4-amine as a yellow solid. As a reaction SMILES: [NH:1]1[CH2:5][CH2:4][CH2:3][C:2]1=[O:6].[CH:7]1([C:10]2[C:11]([N:19]3[CH2:24][CH2:23][N:22]([C:25]([C:27]4[CH:28]=[N:29][C:30](F)=[CH:31][C:32]=4[CH3:33])=[O:26])[CH2:21][CH2:20]3)=[N:12][CH:13]=[C:14]([CH:16]3[CH2:18][CH2:17]3)[CH:15]=2)[CH2:9][CH2:8]1>>[CH:7]1([C:10]2[C:11]([N:19]3[CH2:20][CH2:21][N:22]([C:25]([C:27]4[C:32]([CH3:33])=[CH:31][C:30]([N:1]5[CH2:5][CH2:4][CH2:3][C:2]5=[O:6])=[N:29][CH:28]=4)=[O:26])[CH2:23][CH2:24]3)=[N:12][CH:13]=[C:14]([CH:16]3[CH2:18][CH2:17]3)[CH:15]=2)[CH2:8][CH2:9]1. Procedure details: Using pyrrolidin-2-one (326 μL) and [4-(3,5-dicyclopropylpyridin-2-yl)piperazin-1-yl](6-fluoro-4-methylpyridin-3-yl)methanone (400 mg) described in Preparation Example 174 and by the reaction and treatment in the same manner as in Example 323, the title compound (187 mg) was obtained. Product: C1(CC1)C=1C(=NC=C(C1)C1CC1)N1CCN(CC1)C(=O)C=1C(=CC(=NC1)N1C(CCC1)=O)C (1-{5-[4-(3,5-dicyclopropylpyridin-2-yl)piperazine-1-carbonyl]-4-methylpyridin-2-yl}pyrrolidin-2-one). Starting materials: N1C(CCC1)=O (pyrrolidin-2-one), C1(CC1)C=1C(=NC=C(C1)C1CC1)N1CCN(CC1)C(=O)C=1C=NC(=CC1C)F ([4-(3,5-dicyclopropylpyridin-2-yl)piperazin-1-yl](6-fluoro-4-methylpyridin-3-yl)methanone). Starting materials: COC(=O)C(C)O, CCOC(C)=O, C=COCC(C)C, Cc1ccc(S(=O)(=O)[O-])cc1, c1cc[nH+]cc1. The product is COC(=O)C(C)OC(C)OCC(C)C. Reaction SMILES: [C:18]([CH:19]([OH:20])[CH3:21])(=[O:22])[O:23][CH3:24].[CH3:32][CH2:33][O:34][C:35](=[O:36])[CH3:37].[CH:25](=[CH2:26])[O:27][CH2:28][CH:29]([CH3:30])[CH3:31].[c:1]1([CH3:2])[cH:3][cH:4][c:5]([S:6]([O-:7])(=[O:8])=[O:9])[cH:10][cH:11]1.[nH+:12]1[cH:13][cH:14][cH:15][cH:16][cH:17]1>>[C:18]([CH:19]([O:20][CH:25]([CH3:26])[O:27][CH2:28][CH:29]([CH3:30])[CH3:31])[CH3:21])(=[O:22])[O:23][CH3:24]. Starting materials: FC=1C=C2/C(/C(NC2=CC1)=O)=C/C1=C(C=2C(N(CCC2N1)C[C@@H](CN1CCOCC1)O)=O)C ((R,Z)-2-(5-fluoro-2-oxo-1,2-dihydro-indol-3-ylidenemethyl)-5-(2-hydroxy-3-morpholin-4-yl-propyl)-3-methyl-1,5,6,7-tetrahydro-pyrrolo[3,2-c]pyridin-4-one), O (water), OC(C(=O)O)CC(=O)O (2-Hydroxy-succinic acid). The solvent is CO (methanol), C(C)#N (acetonitrile), CO (methanol). Product: C(C(O)CC(=O)O)(=O)O.FC=1C=C2/C(/C(NC2=CC1)=O)=C/C1=C(C=2C(N(CCC2N1)C[C@@H](CN1CCOCC1)O)=O)C ((R,Z)-2-(5-fluoro-2-oxo-1,2-dihydro-indol-3-ylidenemethyl)-5-(2-hydroxy-3-morpholin-4-yl-propyl)-3-methyl-1,5,6,7-tetrahydro-pyrrolo[3,2-c]pyridin-4-one malate). Yield: 98.9%. Reaction SMILES: [OH:1][CH:2]([CH2:6][C:7]([OH:9])=[O:8])[C:3]([OH:5])=[O:4].[F:10][C:11]1[CH:12]=[C:13]2[C:17](=[CH:18][CH:19]=1)[NH:16][C:15](=[O:20])/[C:14]/2=[CH:21]\[C:22]1[NH:30][C:29]2[CH2:28][CH2:27][N:26]([CH2:31][C@H:32]([OH:40])[CH2:33][N:34]3[CH2:39][CH2:38][O:37][CH2:36][CH2:35]3)[C:25](=[O:41])[C:24]=2[C:23]=1[CH3:42].O>CO.C(#N)C>[C:3]([OH:5])(=[O:4])[CH:2]([CH2:6][C:7]([OH:9])=[O:8])[OH:1].[F:10][C:11]1[CH:12]=[C:13]2[C:17](=[CH:18][CH:19]=1)[NH:16][C:15](=[O:20])/[C:14]/2=[CH:21]\[C:22]1[NH:30][C:29]2[CH2:28][CH2:27][N:26]([CH2:31][C@H:32]([OH:40])[CH2:33][N:34]3[CH2:35][CH2:36][O:37][CH2:38][CH2:39]3)[C:25](=[O:41])[C:24]=2[C:23]=1[CH3:42] |f:5.6|. Procedure: 2-Hydroxy-succinic acid (231 mg, 1.72 mmol) was dissolved in 100 mL of methanol under stirring at room temperature, and (R,Z)-2-(5-fluoro-2-oxo-1,2-dihydro-indol-3-ylidenemethyl)-5-(2-hydroxy-3-morpholin-4-yl-propyl)-3-methyl-1,5,6,7-tetrahydro-pyrrolo[3,2-c]pyridin-4-one 1 (560 mg, 1.233 mmol), 200 mL of methanol and 100 mL of water was then added to the solution in batch. Upon completion of the addition, the reaction system was heated at 50° C. in an oil bath in dark until a clear solution was... The reactants are FC1=CC=C(C=C1)S(=O)(=O)NC(C(=O)O)CCCC1=CC=CC=C1 ((±)-2-(4-fluoro-benzenesulfonylamino)-5-phenyl-pentanoic acid), Cl.C1(=CC=CC=C1)C1CCNCC1 (4-phenyl-piperidine hydrochloride). Yields the product C1(=CC=CC=C1)CCCC(C(=O)O)NS(=O)(=O)C1=CC=C(C=C1)N1CCC(CC1)C1=CC=CC=C1 ((±)-5-Phenyl-2-[4-(4-phenyl-piperidin-1-yl)-benzenesulfonylamino]-pentanoic acid). RXN SMILES: F[C:2]1[CH:7]=[CH:6][C:5]([S:8]([NH:11][CH:12]([CH2:16][CH2:17][CH2:18][C:19]2[CH:24]=[CH:23][CH:22]=[CH:21][CH:20]=2)[C:13]([OH:15])=[O:14])(=[O:10])=[O:9])=[CH:4][CH:3]=1.Cl.[C:26]1([CH:32]2[CH2:37][CH2:36][NH:35][CH2:34][CH2:33]2)[CH:31]=[CH:30][CH:29]=[CH:28][CH:27]=1>>[C:19]1([CH2:18][CH2:17][CH2:16][CH:12]([NH:11][S:8]([C:5]2[CH:6]=[CH:7][C:2]([N:35]3[CH2:36][CH2:37][CH:32]([C:26]4[CH:31]=[CH:30][CH:29]=[CH:28][CH:27]=4)[CH2:33][CH2:34]3)=[CH:3][CH:4]=2)(=[O:10])=[O:9])[C:13]([OH:15])=[O:14])[CH:24]=[CH:23][CH:22]=[CH:21][CH:20]=1 |f:1.2|. Reported procedure: In a manner similar to Example 3(b), (±)-2-(4-fluoro-benzenesulfonylamino)-5-phenyl-pentanoic acid was condensed with 4-phenyl-piperidine hydrochloride to give the title compound, mp=59-62° C. The reactants are ClC1=C(C=C(OC2=C(C=C(C=N2)N)C)C=C1)C(F)(F)F (6-(4-Chloro-3-trifluoromethyl-phenoxy)-5-methyl-pyridin-3-ylamine), ClCCl (dichloromethane), [OH-].[Na+] (NaOH), CN(C=O)C1=NC=CC=C1 (N-methyl-N-pyridin-2-yl-formamide), ClCCl (dichloromethane), ice water. Reaction conditions: time 1 hour. Yields the product ClC1=C(C=C(OC2=C(C=C(C=N2)N=CN(C2=NC=CC=C2)CC)C)C=C1)C(F)(F)F (N′-[6-(4-chloro-3-trifluoromethyl-phenoxy)-5-methyl-pyridin-3-yl]-N-ethyl-N-pyridin-2-yl-formamidine). As a reaction SMILES: [CH3:1][N:2]([C:5]1[CH:10]=[CH:9][CH:8]=[CH:7][N:6]=1)[CH:3]=O.[Cl:11][C:12]1[CH:26]=[CH:25][C:15]([O:16][C:17]2[N:22]=[CH:21][C:20]([NH2:23])=[CH:19][C:18]=2[CH3:24])=[CH:14][C:13]=1[C:27]([F:30])([F:29])[F:28].[OH-].[Na+].Cl[CH2:34]Cl>>[Cl:11][C:12]1[CH:26]=[CH:25][C:15]([O:16][C:17]2[N:22]=[CH:21][C:20]([N:23]=[CH:1][N:2]([CH2:3][CH3:34])[C:5]3[CH:10]=[CH:9][CH:8]=[CH:7][N:6]=3)=[CH:19][C:18]=2[CH3:24])=[CH:14][C:13]=1[C:27]([F:30])([F:28])[F:29] |f:2.3|. Reported procedure: In a 25 ml single-necked round-bottomed flask, N-methyl-N-pyridin-2-yl-formamide (0.5 ml) is solubilized in dry dichloromethane (4 ml) at ambient temperature (colourless solution). Under stirring phosphorous oxide chloride (0.4 ml) is added dropwise by syringe. Stirring at ambient temperature is continued for 1 hour. To this solution, 6-(4-Chloro-3-trifluoromethyl-phenoxy)-5-methyl-pyridin-3-ylamine (0.6 g) dissolved in 1.0 ml of dry dichloromethane is added dropwise by syringe, giving a yellow ... The reactants are CC(C(O)C=1N=C(N(C1)C(C1=CC=CC=C1)(C1=CC=CC=C1)C1=CC=CC=C1)C)(C)C (2,2-Dimethyl-1-(2-methyl-1-trityl-1H-imidazol-4-yl)propan-1-ol), C1=CC=NC=C1.F (HF-pyridine), [Si](C)(C)(C)C(C)O (TMS-ethanol). The solvent is C(Cl)Cl (methylene chloride). Conditions: time 8 hour. Yields the product FC(C(C)C=1N=C(N(C1)C(C1=CC=CC=C1)(C1=CC=CC=C1)C1=CC=CC=C1)C)(C)C (4-(2-fluoro-1,2-dimethylpropyl)-2-methyl-1-trityl-1H-imidazole). As a reaction SMILES: [CH3:1][C:2](C)([CH3:30])[CH:3]([C:5]1[N:6]=[C:7]([CH3:29])[N:8]([C:10]([C:23]2[CH:28]=[CH:27][CH:26]=[CH:25][CH:24]=2)([C:17]2[CH:22]=[CH:21][CH:20]=[CH:19][CH:18]=2)[C:11]2[CH:16]=[CH:15][CH:14]=[CH:13][CH:12]=2)[CH:9]=1)O.[CH:32]1C=CN=CC=1.[FH:38].[Si](C(O)C)(C)(C)C>C(Cl)Cl>[F:38][C:2]([CH3:1])([CH3:30])[CH:3]([C:5]1[N:6]=[C:7]([CH3:29])[N:8]([C:10]([C:11]2[CH:16]=[CH:15][CH:14]=[CH:13][CH:12]=2)([C:17]2[CH:18]=[CH:19][CH:20]=[CH:21][CH:22]=2)[C:23]2[CH:28]=[CH:27][CH:26]=[CH:25][CH:24]=2)[CH:9]=1)[CH3:32] |f:1.2|. Procedure: 2,2-Dimethyl-1-(2-methyl-1-trityl-1H-imidazol-4-yl)propan-1-ol (200 mg, 0.49 mmol) in a minimal volume of methylene chloride was added to HF-pyridine (2 mL) at 0° C. After stirring at ambient temperature overnight, the reaction was added dropwise to TMS-ethanol and partitioned between ethyl acetate and saturated aqueous sodium bicarbonate. Organic phase was washed with brine, dried (sodium sulfate) and concentrated in vacuo. Chromatography over silica eluting with 10-70% ethyl acetate/hexane aff... Reactants: CO, CCOC(=O)c1c(OC(C)C)cc(OC(C)C)nc1C(F)(F)F, [K+], [OH-]. Yields the product CC(C)Oc1cc(OC(C)C)c(C(=O)O)c(C(F)(F)F)n1. As a reaction SMILES: [CH3:26][OH:27].[CH:1]([CH3:2])([CH3:3])[O:4][c:5]1[c:6]([C:19](=[O:20])[O:21][CH2:22][CH3:23])[c:7]([C:15]([F:16])([F:17])[F:18])[n:8][c:9]([O:11][CH:12]([CH3:13])[CH3:14])[cH:10]1.[K+:25].[OH-:24]>>[CH:1]([CH3:2])([CH3:3])[O:4][c:5]1[c:6]([C:19](=[O:20])[OH:21])[c:7]([C:15]([F:16])([F:17])[F:18])[n:8][c:9]([O:11][CH:12]([CH3:13])[CH3:14])[cH:10]1.